Dataset: the Open Reaction Database (ORD), a public repository of structured organic reaction records. Task: describe an organic reaction: reactants, conditions, products, and yield Reactants: FC(CO)(F)F (2,2,2-trifluoroethanol), C(C)(C)N(C(C)C)CC (N,N-diisopropylethylamine), C1(CC1)COC=1C=C2C=CC=C(C2=CC1)C1COC(OC1)CCCN (3-[5-(6-cyclopropylmethoxynaphthalen-1-yl)-1,3-dioxan-2-yl]propylamine), ClC(=O)OC1=CC=C(C=C1)[N+](=O)[O-] (4-nitrophenyl chloroformate), CCN(C(C)C)C(C)C (DIEA). Solvent: ClCCCl (1,2-dichloroethane), ClCCl (dichloromethane). Run at temperature 60 celsius. Yields the product C1(CC1)COC=1C=C2C=CC=C(C2=CC1)[C@H]1CO[C@@H](OC1)CCCNC(OCC(F)(F)F)=O (2,2,2-Trifluoroethyl trans-3-[5-(6-cyclopropylmethoxy-naphthalen-1-yl)-1,3-dioxan-2-yl]propylcarbamate). The yield is 27.1%. As a reaction SMILES: [F:1][C:2]([F:6])([F:5])[CH2:3][OH:4].Cl[C:8](OC1C=CC([N+]([O-])=O)=CC=1)=[O:9].CCN(C(C)C)C(C)C.[CH:29]1([CH2:32][O:33][C:34]2[CH:35]=[C:36]3[C:41](=[CH:42][CH:43]=2)[C:40]([CH:44]2[CH2:49][O:48][CH:47]([CH2:50][CH2:51][CH2:52][NH2:53])[O:46][CH2:45]2)=[CH:39][CH:38]=[CH:37]3)[CH2:31][CH2:30]1>ClCCl.ClCCCl>[CH:29]1([CH2:32][O:33][C:34]2[CH:35]=[C:36]3[C:41](=[CH:42][CH:43]=2)[C:40]([C@@H:44]2[CH2:49][O:48][C@@H:47]([CH2:50][CH2:51][CH2:52][NH:53][C:8](=[O:9])[O:4][CH2:3][C:2]([F:6])([F:5])[F:1])[O:46][CH2:45]2)=[CH:39][CH:38]=[CH:37]3)[CH2:30][CH2:31]1. Reported procedure: 0.075 ml (1.01 mmol) of 2,2,2-trifluoroethanol is added, dropwise and at ambient temperature, to a suspension of 0.205 g (1.01 mmol) of 4-nitrophenyl chloroformate and 0.555 g (2.02 mmol) N,N-diisopropylaminoethylpolystyrene (Ps-DIEA, 2% DVB, titre=3.66 mmol/g) in 7.1 ml of dichloromethane. The mixture is stirred with orbital shaking and at ambient temperature for 16 hours. The resin is filtered through a cartridge equipped with a sintered glass funnel and rinsing is carried out with 4 ml of dic... Reactants: C[Si](C)(C)[N-][Si](C)(C)C.[Na+] (Sodium bis(trimethylsilyl)amide), C1(CCCC1)S (cyclopentanethiol), ClC1=C(C=NN1C1=CC=C(C=C1)C(=O)OC)C(=O)OC(C)(C)C (tert-butyl 5-chloro-1-(4-(methoxycarbonyl)phenyl)-1H-pyrazole-4-carboxylate). Solvent: CN(C)C=O (DMF), CN(C)C=O (DMF), CCOC(=O)C (EtOAc). Conditions: temperature 20 celsius, time 30 minute. Product: C1(CCCC1)SC1=C(C=NN1C1=CC=C(C=C1)C(=O)OC)C(=O)OC(C)(C)C (tert-butyl 5-(cyclopentylthio)-1-(4-(methoxycarbonyl)phenyl)-1H-pyrazole-4-carboxylate). The yield is 57.7%. As a reaction SMILES: C[Si]([N-][Si](C)(C)C)(C)C.[Na+].[CH:11]1([SH:16])[CH2:15][CH2:14][CH2:13][CH2:12]1.Cl[C:18]1[N:22]([C:23]2[CH:28]=[CH:27][C:26]([C:29]([O:31][CH3:32])=[O:30])=[CH:25][CH:24]=2)[N:21]=[CH:20][C:19]=1[C:33]([O:35][C:36]([CH3:39])([CH3:38])[CH3:37])=[O:34]>CN(C=O)C.CCOC(C)=O>[CH:11]1([S:16][C:18]2[N:22]([C:23]3[CH:28]=[CH:27][C:26]([C:29]([O:31][CH3:32])=[O:30])=[CH:25][CH:24]=3)[N:21]=[CH:20][C:19]=2[C:33]([O:35][C:36]([CH3:39])([CH3:38])[CH3:37])=[O:34])[CH2:15][CH2:14][CH2:13][CH2:12]1 |f:0.1|. Procedure: Sodium bis(trimethylsilyl)amide (7.13 mL, 7.13 mmol) was added dropwise to cyclopentanethiol (0.761 mL, 7.13 mmol) in DMF (25 mL) under nitrogen. The resulting solution was stiffed at 20° C. for 30 minutes. A solution of tert-butyl 5-chloro-1-(4-(methoxycarbonyl)phenyl)-1H-pyrazole-4-carboxylate (Intermediate#9) (2 g, 5.94 mmol) in DMF (10 mL) was then added dropwise and the resulting mixture was stirred at 20° C. for 2 hours. The reaction mixture was diluted with EtOAc (200 mL), and washed sequ... Reactants: C1(CCCCC1)C=1C=C(C=NC1OCC(F)(F)F)C(=O)O (5-cyclohexyl-6-(2,2,2-trifluoro-ethoxy)-3-pyridinecarboxylic acid), COC[C@H]1N(CCC1)N ((2S)-2-(methoxymethyl)-1-pyrrolidinamine). Product: C1(CCCCC1)C=1C=C(C=NC1OCC(F)(F)F)C(=O)NN1[C@@H](CCC1)COC (5-cyclohexyl-N—((S)-2-methoxymethyl-pyrrolidin-1-yl)-6-(2,2,2-trifluoro-ethoxy)-3-pyridinecarboxamide). RXN SMILES: [CH:1]1([C:7]2[CH:8]=[C:9]([C:19]([OH:21])=O)[CH:10]=[N:11][C:12]=2[O:13][CH2:14][C:15]([F:18])([F:17])[F:16])[CH2:6][CH2:5][CH2:4][CH2:3][CH2:2]1.[CH3:22][O:23][CH2:24][C@@H:25]1[CH2:29][CH2:28][CH2:27][N:26]1[NH2:30]>>[CH:1]1([C:7]2[CH:8]=[C:9]([C:19]([NH:30][N:26]3[CH2:27][CH2:28][CH2:29][C@H:25]3[CH2:24][O:23][CH3:22])=[O:21])[CH:10]=[N:11][C:12]=2[O:13][CH2:14][C:15]([F:17])([F:16])[F:18])[CH2:6][CH2:5][CH2:4][CH2:3][CH2:2]1. Procedure details: The title compound was synthesized in analogy to Example 1 using 5-cyclohexyl-6-(2,2,2-trifluoro-ethoxy)-3-pyridinecarboxylic acid (example 12c) and (2S)-2-(methoxymethyl)-1-pyrrolidinamine (CAN 59983-39-0) as starting materials; LC-MS (UV peak area/ESI) 98.8%, 416.2159 (M+H)+. Reactants: FC1=CC=C(C=C1)[N+](=O)[O-] (4-fluoro1-nitrobenzene), C1(CCCC1)CCN(C(CCN)C)C1=CC=CC=C1 (N-[2-(cyclopentyl)ethyl]-N-phenyl-methyl-1,3-propanediamine). The product is C1(CCCC1)CCN(C(CCNC1=CC=C(C=C1)[N+](=O)[O-])C)C1=CC=CC=C1 (N-[ 2-(Cyclopentyl)ethyl]-N'-(4-nitrophenyl)-N-phenyl-methyl-1,3-propanediamine). Reaction SMILES: F[C:2]1[CH:7]=[CH:6][C:5]([N+:8]([O-:10])=[O:9])=[CH:4][CH:3]=1.[CH:11]1([CH2:16][CH2:17][N:18]([C:24]2[CH:29]=[CH:28][CH:27]=[CH:26][CH:25]=2)[CH:19]([CH3:23])[CH2:20][CH2:21][NH2:22])[CH2:15][CH2:14][CH2:13][CH2:12]1>>[CH:11]1([CH2:16][CH2:17][N:18]([C:24]2[CH:25]=[CH:26][CH:27]=[CH:28][CH:29]=2)[CH:19]([CH3:23])[CH2:20][CH2:21][NH:22][C:2]2[CH:7]=[CH:6][C:5]([N+:8]([O-:10])=[O:9])=[CH:4][CH:3]=2)[CH2:15][CH2:14][CH2:13][CH2:12]1. Procedure: In a manner similar to Preparation 1 react 4-fluoro1-nitrobenzene with N-[2-(cyclopentyl)ethyl]-N-phenyl-methyl-1,3-propanediamine to obtain the title compound. Reactants: FC=1C=C(C=C(C1[Si](C)(C)C)F)NC(=O)[C@@H]1N(CCC2=CC(=CC=C12)OC)C(=O)C1CC(C1)=CC(=O)OC(C)(C)C (tert-butyl 2-(3-((R)-1-((3,5-difluoro-4-(trimethylsilyl)phenyl)carbamoyl)-6-methoxy-1,2,3,4-tetrahydroisoquinoline-2-carbonyl)cyclobutylidene)acetate). Reagents/catalysts: [C].[Pd] (palladium-carbon). Solvent: CO (MeOH). Conditions: time 8 hour. Yields the product FC=1C=C(C=C(C1[Si](C)(C)C)F)NC(=O)[C@@H]1N(CCC2=CC(=CC=C12)OC)C(=O)C1CC(C1)CC(=O)OC(C)(C)C (tert-butyl (R)-2-(3-(1-((3,5-difluoro-4-(trimethylsilyl)phenyl)carbamoyl)-6-methoxy-1,2,3,4-tetrahydroisoquinoline-2-carbonyl)cyclobutyl)acetate). Yield: 83.8%. Reaction SMILES: [F:1][C:2]1[CH:3]=[C:4]([NH:13][C:14]([C@H:16]2[C:25]3[C:20](=[CH:21][C:22]([O:26][CH3:27])=[CH:23][CH:24]=3)[CH2:19][CH2:18][N:17]2[C:28]([CH:30]2[CH2:33][C:32](=[CH:34][C:35]([O:37][C:38]([CH3:41])([CH3:40])[CH3:39])=[O:36])[CH2:31]2)=[O:29])=[O:15])[CH:5]=[C:6]([F:12])[C:7]=1[Si:8]([CH3:11])([CH3:10])[CH3:9]>CO.[C].[Pd]>[F:1][C:2]1[CH:3]=[C:4]([NH:13][C:14]([C@H:16]2[C:25]3[C:20](=[CH:21][C:22]([O:26][CH3:27])=[CH:23][CH:24]=3)[CH2:19][CH2:18][N:17]2[C:28]([CH:30]2[CH2:31][CH:32]([CH2:34][C:35]([O:37][C:38]([CH3:41])([CH3:40])[CH3:39])=[O:36])[CH2:33]2)=[O:29])=[O:15])[CH:5]=[C:6]([F:12])[C:7]=1[Si:8]([CH3:9])([CH3:11])[CH3:10] |f:2.3|. Procedure: A mixture of tert-butyl 2-(3-((R)-1-((3,5-difluoro-4-(trimethylsilyl)phenyl)carbamoyl)-6-methoxy-1,2,3,4-tetrahydroisoquinoline-2-carbonyl)cyclobutylidene)acetate (138 mg, 0.24 mmol) and 10% palladium-carbon (25.1 mg, 0.24 mmol, 50%, wet) in MeOH (20 mL) was stirred overnight at room temperature under hydrogen atmosphere (1 atm). The catalyst was removed by filtration, and the filtrate was concentrated under reduced pressure. The obtained residue was purified by silica gel column chromatography ... Starting materials: O=C([O-])[O-], COc1ccc(C(F)(F)F)c(-c2ccc3c(Cl)ccnc3n2)n1, [Cs+], [Cs+], Nc1ccc(C(F)(F)F)cn1, C1COCCO1, O. Product: COc1ccc(C(F)(F)F)c(-c2ccc3c(Nc4ccc(C(F)(F)F)cn4)ccnc3n2)n1. Reaction SMILES: [C:24](=[O:25])([O-:26])[O-:27].[Cl:1][c:2]1[c:3]2[cH:4][cH:5][c:6](-[c:12]3[n:13][c:14]([O:22][CH3:23])[cH:15][cH:16][c:17]3[C:18]([F:19])([F:20])[F:21])[n:7][c:8]2[n:9][cH:10][cH:11]1.[Cs+:28].[Cs+:29].[NH2:30][c:31]1[n:32][cH:33][c:34]([C:37]([F:38])([F:39])[F:40])[cH:35][cH:36]1.[O:42]1[CH2:43][CH2:44][O:45][CH2:46][CH2:47]1.[OH2:41]>>[c:2]1([NH:30][c:31]2[n:32][cH:33][c:34]([C:37]([F:38])([F:39])[F:40])[cH:35][cH:36]2)[c:3]2[cH:4][cH:5][c:6](-[c:12]3[n:13][c:14]([O:22][CH3:23])[cH:15][cH:16][c:17]3[C:18]([F:19])([F:20])[F:21])[n:7][c:8]2[n:9][cH:10][cH:11]1.